From a dataset of the Open Reaction Database (ORD), a public repository of structured organic reaction records. describe an organic reaction: reactants, conditions, products, and yield Reactants: ICCO (2-iodoethanol), [Si](C)(C)(C(C)(C)C)Cl (tert-butyldimethylsilyl chloride), CN(C)C1=NC=CC=C1 (dimethylaminopyridine), C(C)(C)N(CC)C(C)C (diisopropylethylamine). Run in C(Cl)Cl (methylene chloride). Reaction conditions: time 8 hour. Product: C(C)(C)(C)[Si](C)(C)OCCI (tert-Butyl-(2-iodo-ethoxy)-dimethyl-silane). RXN SMILES: [I:1][CH2:2][CH2:3][OH:4].CN(C1C=CC=CN=1)C.C(N(C(C)C)CC)(C)C.[Si:23](Cl)([C:26]([CH3:29])([CH3:28])[CH3:27])([CH3:25])[CH3:24]>C(Cl)Cl>[C:26]([Si:23]([O:4][CH2:3][CH2:2][I:1])([CH3:25])[CH3:24])([CH3:29])([CH3:28])[CH3:27]. Procedure details: To 2-iodoethanol (20 gm, 116 mmol) suspended in methylene chloride (500 mL) was added dimethylaminopyridine (100 mg) followed by diisopropylethylamine (30 mL, 174 mmol) and tert-butyldimethylsilyl chloride (19 gm, 128 mmol). The reaction was stirred overnight and the solvent was removed in vacuo and the residue was passed through a short column of silica gel and eluted with 95:5 methylene chloride: methanol. The desired fractions were combined and the solvent was removed in vacuo to give the des... The reactants are CC(C)(Oc1ccc(Br)cc1)C(=O)Cl, CN1CCNCC1, CCOCC, Cl, C1COCCO1. Yields the product CN1CCN(C(=O)C(C)(C)Oc2ccc(Br)cc2)CC1. As a reaction SMILES: [Br:1][c:2]1[cH:3][cH:4][c:5]([O:6][C:7]([C:8](=[O:9])[Cl:10])([CH3:11])[CH3:12])[cH:13][cH:14]1.[CH3:15][N:16]1[CH2:17][CH2:18][NH:19][CH2:20][CH2:21]1.[CH3:23][CH2:24][O:25][CH2:26][CH3:27].[ClH:22].[O:28]1[CH2:29][CH2:30][O:31][CH2:32][CH2:33]1>>[Br:1][c:2]1[cH:3][cH:4][c:5]([O:6][C:7]([C:8](=[O:9])[N:19]2[CH2:18][CH2:17][N:16]([CH3:15])[CH2:21][CH2:20]2)([CH3:11])[CH3:12])[cH:13][cH:14]1.